From a dataset of the Open Reaction Database (ORD), a public repository of structured organic reaction records. describe an organic reaction: reactants, conditions, products, and yield Starting materials: C(C1=CC=CC=C1)OC(=O)N1CC(CC2=CC=CC=C12)C(=O)O (N-benzyloxycarbonyl-1,2,3,4-tetrahydroquinoline-3(R,S)-carboxylic acid), C(C)OC(N(C)C)OCC (N,N-dimethylformamide diethyl acetal). The product is C(C1=CC=CC=C1)OC(=O)N1CC(CC2=CC=CC=C12)C(=O)OCC (N-Benzyloxycarbonyl-3(R,S)-ethoxycarbonyl-1,2,3,4-tetrahydroquinoline). As a reaction SMILES: [CH2:1]([O:8][C:9]([N:11]1[C:20]2[C:15](=[CH:16][CH:17]=[CH:18][CH:19]=2)[CH2:14][CH:13]([C:21]([OH:23])=[O:22])[CH2:12]1)=[O:10])[C:2]1[CH:7]=[CH:6][CH:5]=[CH:4][CH:3]=1.[CH2:24](OC(OCC)N(C)C)[CH3:25]>>[CH2:1]([O:8][C:9]([N:11]1[C:20]2[C:15](=[CH:16][CH:17]=[CH:18][CH:19]=2)[CH2:14][CH:13]([C:21]([O:23][CH2:24][CH3:25])=[O:22])[CH2:12]1)=[O:10])[C:2]1[CH:7]=[CH:6][CH:5]=[CH:4][CH:3]=1. Reported procedure: The title compound is prepared analogously to Example 1s) starting from 1.5 g of N-benzyloxycarbonyl-1,2,3,4-tetrahydroquinoline-3(R,S)-carboxylic acid and 3.7 ml of N,N-dimethylformamide diethyl acetal and is purified by means of FC (100 g of silica gel, mobile phases D and B). This gives the title compound: Rf (A)=0.75; MS: (M)+ =339. Yields the product NC1=NC=CC(=C1)OC1=C(C=C(C=C1)N)F (2-Amino-4-(4-amino-2-fluorophenoxy)pyridine). Reaction conditions: time 6 day. Starting materials: NC1=NC=CC(=C1)OC1=C(C=C(C=C1)[N+](=O)[O-])F (2-Amino-4-(2-fluoro-4-nitrophenoxy)pyridine), [H][H] (hydrogen). Yield: 107.8%. RXN SMILES: [NH2:1][C:2]1[CH:7]=[C:6]([O:8][C:9]2[CH:14]=[CH:13][C:12]([N+:15]([O-])=O)=[CH:11][C:10]=2[F:18])[CH:5]=[CH:4][N:3]=1.[H][H]>CO.O1CCCC1.[C].[Pd]>[NH2:1][C:2]1[CH:7]=[C:6]([O:8][C:9]2[CH:14]=[CH:13][C:12]([NH2:15])=[CH:11][C:10]=2[F:18])[CH:5]=[CH:4][N:3]=1 |f:4.5|. Solvent: CO (methanol), O1CCCC1 (tetrahydrofuran). The reagents and catalysts are [C].[Pd] (palladium carbon). Procedure: 2-Amino-4-(2-fluoro-4-nitrophenoxy)pyridine (1.246 g) was dissolved in methanol (20 ml)-tetrahydrofuran (10 ml), and then 10% palladium carbon (1.0 g) was added thereto under a nitrogen atmosphere, followed by replacing with hydrogen inside the system and stirring for 6 days. After replacing with nitrogen inside the system, the catalyst was filtered and washed with ethanol. The filtrate was concentrated under a reduced pressure to provide the titled compound (1.182 g, quantitative) as brown crys... Starting materials: COC(CC=1C=C(C(=CC1)OC)C1=C(C=C(C=C1)C(F)(F)F)COC(C)=O)=O ((2′-acetoxymethyl-6-methoxy-4′-trifluoromethyl-biphenyl-3-yl)-acetic acid methyl ester), [OH-].[Na+] (NaOH). Run in C1CCOC1 (THF), CO (MeOH). Run at time 1.5 hour. The product is OCC1=C(C=CC(=C1)C(F)(F)F)C1=CC(=CC=C1OC)CC(=O)O ((2′-Hydroxymethyl-6-methoxy-4′-trifluoromethyl-biphenyl-3-yl)-acetic acid). As a reaction SMILES: C[O:2][C:3](=[O:28])[CH2:4][C:5]1[CH:6]=[C:7]([C:13]2[CH:18]=[CH:17][C:16]([C:19]([F:22])([F:21])[F:20])=[CH:15][C:14]=2[CH2:23][O:24]C(=O)C)[C:8]([O:11][CH3:12])=[CH:9][CH:10]=1.[OH-].[Na+]>C1COCC1.CO>[OH:24][CH2:23][C:14]1[CH:15]=[C:16]([C:19]([F:22])([F:21])[F:20])[CH:17]=[CH:18][C:13]=1[C:7]1[C:8]([O:11][CH3:12])=[CH:9][CH:10]=[C:5]([CH2:4][C:3]([OH:28])=[O:2])[CH:6]=1 |f:1.2|. Reported procedure: To (2′-acetoxymethyl-6-methoxy-4′-trifluoromethyl-biphenyl-3-yl)-acetic acid methyl ester (0.54 mmol) in THF (1 mL) and MeOH (0.8 mL) was added 1N aqueous NaOH (0.6 mL), and the reaction was stirred at room temperature for 1.5 hours. The mixture was partitioned between CH2Cl2 and aqueous HCl, and the aqueous layer was extracted with CH2Cl2. The combined organic layers were dried over MgSO4, filtered, and concentrated to give the title compound. Reactants: CN[C@@H]1C[C@H]2O[C@@](C)([C@@H]1OC)n1c3ccccc3c3c4c(c5c6ccccc6n2c5c31)C(=O)NC4 (staurosporine), Cc1nc(c(C=O)s1)C(F)(F)F. The reagents and catalysts are CC(C)[O-].CC(C)[O-].CC(C)[O-].CC(C)[O-].[Ti+4] (Ti(OiPr)4), CC(=O)O (acetic acid), CC(=O)O[BH-](OC(C)=O)OC(C)=O.[Na+] (Sodium triacetoxyborohydride). Run in CN1CCCC1=O (NMP), CN1CCCC1=O (NMP), CN1CCCC1=O (NMP), CN1CCCC1=O (NMP), CN1CCCC1=O (NMP), CN1CCCC1=O (NMP), CN1CCCC1=O (NMP). Run at temperature 22 celsius, time 18 hour. The product is CO[C@@H]1[C@@H](C[C@H]2O[C@]1(C)n3c4ccccc4c5c6CNC(=O)c6c7c8ccccc8n2c7c35)N(C)Cc9sc(C)nc9C(F)(F)F, CN[C@@H]1C[C@H]2O[C@@](C)([C@@H]1OC)n1c3ccccc3c3c4c(c5c6ccccc6n2c5c31)C(=O)NC4 (Staurosporine), Cc1nc(c(C=O)s1)C(F)(F)F. Reactants: CO (methanol), O=C1N2CCC3=C(C2=C(C=C1C1=CC=CC=C1)C(=O)O)SC=C3 (4,5-dihydro-7-oxo-8-phenyl-7H-thieno[2,3-a]quinolizine-10-carboxylic acid), solution, B.CSC (borane methyl sulfide). The solvent is O1CCCC1 (tetrahydrofuran), O1CCCC1 (tetrahydrofuran). Yields the product CC=1C=C(C(N2CCC3=C(C12)SC=C3)=O)C3=CC=CC=C3 (4,5-dihydro-10-methyl-8-phenyl-7H-thieno-[2,3-a]quinolizin-7-one). As a reaction SMILES: [O:1]=[C:2]1[C:11]([C:12]2[CH:17]=[CH:16][CH:15]=[CH:14][CH:13]=2)=[CH:10][C:9]([C:18](O)=O)=[C:8]2[N:3]1[CH2:4][CH2:5][C:6]1[CH:23]=[CH:22][S:21][C:7]=12.B.CSC.CO>O1CCCC1>[CH3:18][C:9]1[CH:10]=[C:11]([C:12]2[CH:17]=[CH:16][CH:15]=[CH:14][CH:13]=2)[C:2](=[O:1])[N:3]2[C:8]=1[C:7]1[S:21][CH:22]=[CH:23][C:6]=1[CH2:5][CH2:4]2 |f:1.2|. Procedure: 0.646 g of 4,5-dihydro-7-oxo-8-phenyl-7H-thieno[2,3-a]quinolizine-10-carboxylic acid was dissolved in 20 ml of tetrahydrofuran. The solution was treated at -15° with 0.4 ml of a 10M solution of borane/methyl sulfide in tetrahydrofuran, left to warm to room temperature and subsequently heated under reflux for 2 hours. After cooling to room temperature, the reaction mixture was treated with methanol and evaporated in vacuo. The mixture was heated to boiling in 2N hydrochloric acid for a short time... Reactants: C1CCOC1, COc1ccc(CNc2ncc([N+](=O)[O-])c(NCc3c(F)cccc3F)n2)c(OC)c1. The product is COc1ccc(CNc2ncc(N)c(NCc3c(F)cccc3F)n2)c(OC)c1. Reaction SMILES: [CH2:32]1[O:33][CH2:34][CH2:35][CH2:36]1.[CH3:1][O:2][c:3]1[c:4]([CH2:5][NH:6][c:7]2[n:8][cH:9][c:10]([N+:23]([O-:24])=[O:25])[c:11]([NH:13][CH2:14][c:15]3[c:16]([F:22])[cH:17][cH:18][cH:19][c:20]3[F:21])[n:12]2)[cH:26][cH:27][c:28]([O:30][CH3:31])[cH:29]1>>[CH3:1][O:2][c:3]1[c:4]([CH2:5][NH:6][c:7]2[n:8][cH:9][c:10]([NH2:23])[c:11]([NH:13][CH2:14][c:15]3[c:16]([F:22])[cH:17][cH:18][cH:19][c:20]3[F:21])[n:12]2)[cH:26][cH:27][c:28]([O:30][CH3:31])[cH:29]1. Reactants: N(N)C=1N=C2C=C(C(NC2=CC1)=O)C1=CC=CC=C1 (6-hydrazino-3-phenyl-1,5-naphthyridin-2(1H)-one), CCN(C(C)C)C(C)C (DIPEA), CN(C)C=O (DMF). Conditions: time 0.5 hour. Yields the product O=C1NC=2C=CC(=NC2C=C1C1=CC=CC=C1)NNC(CC)=O (N′-(6-oxo-7-phenyl-5,6-dihydro-1,5-naphthyridin-2-yl)propanohydrazide). As a reaction SMILES: [NH:1]([C:3]1[N:4]=[C:5]2[C:10](=[CH:11][CH:12]=1)[NH:9][C:8](=[O:13])[C:7]([C:14]1[CH:19]=[CH:18][CH:17]=[CH:16][CH:15]=1)=[CH:6]2)[NH2:2].CCN(C(C)C)[CH:23]([CH3:25])[CH3:24].CN(C=[O:33])C>>[O:13]=[C:8]1[C:7]([C:14]2[CH:19]=[CH:18][CH:17]=[CH:16][CH:15]=2)=[CH:6][C:5]2[N:4]=[C:3]([NH:1][NH:2][C:24](=[O:33])[CH2:23][CH3:25])[CH:12]=[CH:11][C:10]=2[NH:9]1. Procedure details: To a mixture of 6-hydrazino-3-phenyl-1,5-naphthyridin-2(1H)-one (7-2) (70 mg, 0.277 mmol) and DIPEA (0.2 mL, 1.15 mmol) in DMF (3 mL) was stirred at room temperature for 0.5 hours. The solvent was removed under reduced pressure to give N′-(6-oxo-7-phenyl-5,6-dihydro-1,5-naphthyridin-2-yl)propanohydrazide (7-3) as yellow solid. Starting materials: COC(CC1=CC(=CC=C1)Br)=O ((3-bromo-phenyl)-acetic acid methyl ester), C1(=CC=CC=C1)\C(\C)=C/1\C(NC2=CC=CC=C12)=O (3-[1-phenyl-eth-(E)-ylidene]-1,3-dihydro-indol-2-one). Product: COC(CC1=CC(=CC=C1)N1C(/C(/C2=CC=CC=C12)=C(\C)/C1=CC=CC=C1)=O)=O ((3-{2-Oxo-3-[1-phenyl-eth-(E)-ylidene]-2,3-dihydro-indol-1-yl}-phenyl)-acetic acid methyl ester). As a reaction SMILES: [CH3:1][O:2][C:3](=[O:12])[CH2:4][C:5]1[CH:10]=[CH:9][CH:8]=[C:7](Br)[CH:6]=1.[C:13]1(/[C:19](=[C:21]2/[C:22](=[O:30])[NH:23][C:24]3[C:29]/2=[CH:28][CH:27]=[CH:26][CH:25]=3)/[CH3:20])[CH:18]=[CH:17][CH:16]=[CH:15][CH:14]=1>>[CH3:1][O:2][C:3](=[O:12])[CH2:4][C:5]1[CH:10]=[CH:9][CH:8]=[C:7]([N:23]2[C:24]3[C:29](=[CH:28][CH:27]=[CH:26][CH:25]=3)/[C:21](=[C:19](\[C:13]3[CH:14]=[CH:15][CH:16]=[CH:17][CH:18]=3)/[CH3:20])/[C:22]2=[O:30])[CH:6]=1. Procedure: The title compound was prepared in analogy to Example 1 starting from (3-bromo-phenyl)-acetic acid methyl ester (commercially available) and 3-[1-phenyl-eth-(E)-ylidene]-1,3-dihydro-indol-2-one. 1H NMR (400 MHz, DMSO-d6) δppm 2.77 (s, 3H) 3.65 (s, 3H) 3.81 (s, 2H) 6.08 (d, J=7.33 Hz, 1H) 6.66-6.72 (m, 2H) 7.11 (t, J=7.33 Hz, 1H) 7.35-7.44 (m, 5H) 7.51-7.61 (m, 4H).